Dataset: the Open Reaction Database (ORD), a public repository of structured organic reaction records. Task: describe an organic reaction: reactants, conditions, products, and yield RXN SMILES: [CH2:1]([N:4]([CH2:8][C:9]([N:11]1[C:17]2[CH:18]=[CH:19][CH:20]=[CH:21][C:16]=2[NH:15][C:14](=S)[C:13]2[CH:23]=[CH:24][CH:25]=[N:26][C:12]1=2)=[O:10])[CH2:5][CH2:6][CH3:7])[CH2:2][CH3:3].[C:27](OCC)(=[O:30])[NH:28][NH2:29]>>[CH2:1]([N:4]([CH2:8][C:9]([N:11]1[C:17]2[CH:18]=[CH:19][CH:20]=[CH:21][C:16]=2[N:15]2[C:27](=[O:30])[NH:28][N:29]=[C:14]2[C:13]2[CH:23]=[CH:24][CH:25]=[N:26][C:12]1=2)=[O:10])[CH2:5][CH2:6][CH3:7])[CH2:2][CH3:3]. Procedure details: In the manner given in Example 13, 6,11-dihydro-11-[(dipropylamino)acetyl]5H-pyrido[2,3-b][1,5]benzodiazepin-5-thione is heated to about 200° C. with ethyl carbazate to give 2,9-dihydro-9-[(dipropylamino)acetyl]-3H-pyrido-[3,2-c]-s-triazolo[4,3-a][1,5]benzodiazepin-3-one. The product is C(CC)N(CCC)CC(=O)N1C2=C(C=3N(C4=C1C=CC=C4)C(NN3)=O)C=CC=N2 (2,9-dihydro-9-[(dipropylamino)acetyl]-3H-pyrido-[3,2-c]-s-triazolo[4,3-a][1,5]benzodiazepin-3-one). Starting materials: C(CC)N(CCC)CC(=O)N1C2=C(C(NC3=C1C=CC=C3)=S)C=CC=N2 (6,11-dihydro-11-[(dipropylamino)acetyl]5H-pyrido[2,3-b][1,5]benzodiazepin-5-thione), C(NN)(=O)OCC (ethyl carbazate). As a reaction SMILES: [CH2:1]([C:8]([C:10]1[CH:15]=[CH:14][C:13]([Cl:16])=[CH:12][CH:11]=1)=[O:9])[C:2]1[CH:7]=[CH:6][CH:5]=[CH:4][CH:3]=1.[CH3:17]O.C=O.N1C[CH2:25][CH2:24][CH2:23][CH2:22]1.[C:27](O)(=O)[CH3:28]>>[C:28]1([C:7]2[CH:6]=[CH:5][CH:4]=[CH:3][C:2]=2[C:1](=[CH2:17])[C:8]([C:10]2[CH:11]=[CH:12][C:13]([Cl:16])=[CH:14][CH:15]=2)=[O:9])[CH:27]=[CH:25][CH:24]=[CH:23][CH:22]=1. Product: C1(=CC=CC=C1)C1=C(C=CC=C1)C(C(=O)C1=CC=C(C=C1)Cl)=C (2-phenyl 4'-chlorophenyl acrylophenone). Reported procedure: In a 1000 ml round bottomed flask equipped with a reflux condensor was placed 100 g 4-chlorophenyl benzyl ketone (0.43 mole), 400 ml of methanol, 50 ml of 37% formalin (0.67 mole), 5 g of piperidine, and 5 g of acetic acid. The resulting mixture was refluxed for 2 hours, concentrated in vacuo, partitioned between ethyl ether and water, washed with water, dried over anhydrous magnesium sulfate and concentrated in vacuo to yield 98 g of 2-phenyl 4'-chlorophenyl acrylophenone, an oil. Reactants: C(C1=CC=CC=C1)C(=O)C1=CC=C(C=C1)Cl (4-chlorophenyl benzyl ketone), N1CCCCC1 (piperidine), C(C)(=O)O (acetic acid), CO (methanol), C=O (formalin). Reactants: O=C1C(C(=O)[O-])C=CC=N1 (oxonicotinate), ClC=1C(C(=C(C(C1Cl)=O)C#N)C#N)=O (2,3-dichloro-5,6-dicyanobenzoquinone), O1CCOCC1 (dioxane). Yields the product C(C)C1=C(C(=O)OCC)C=CC(N1)=O (ethyl 1,6-dihydro-2-ethyl-6-oxonicotinate). Reaction SMILES: [O:1]=[C:2]1[N:10]=[CH:9][CH:8]=[CH:7][CH:3]1[C:4]([O-])=O.ClC1C(=O)C(C#N)=C(C#N)C(=[O:19])C=1Cl.O1[CH2:30][CH2:29][O:28][CH2:27][CH2:26]1>>[CH2:8]([C:9]1[NH:10][C:2](=[O:1])[CH:3]=[CH:4][C:30]=1[C:29]([O:28][CH2:27][CH3:26])=[O:19])[CH3:7]. Procedure: A mixture of the above oxonicotinate (2.7 g, 13.7 mmol) and 2,3-dichloro-5,6-dicyanobenzoquinone (DDQ) in 100 ml of dioxane is heated to reflux overnight, after which the dioxane is removed by rotoevaporation The residue is dissolved in chloroform and extracted with sat. sodium bicarbonate. The organic fraction is washed with brine and dried and the solvent is removed. The resulting solid is triturated with small volumes of ether/hexane. The solid left undissolved is dried to give ethyl 1,6-dihy...